Task: describe an organic reaction: reactants, conditions, products, and yield. Dataset: the Open Reaction Database (ORD), a public repository of structured organic reaction records Starting materials: [BH4-].[Na+] (Sodium borohydride), ClC1=C(C(=CC(=C1)C(F)(F)F)Cl)N1N=C(C(=C1NC(=O)OCC)CSC)C#N (1-(2,6-dichloro-4-trifluoromethylphenyl)-3-cyano-5-ethoxycarbonylamino-4-methylthiomethlpyrazole). The solvent is CO (methanol). Yields the product ClC1=C(C(=CC(=C1)C(F)(F)F)Cl)N1N=C(C(=C1NC)CSC)C#N (1-(2,6-dichloro-4-trifluoromethylphenyl)-3-cyano-5-methylamino-4-methylthiomethylpyrazole). As a reaction SMILES: [BH4-].[Na+].[Cl:3][C:4]1[CH:9]=[C:8]([C:10]([F:13])([F:12])[F:11])[CH:7]=[C:6]([Cl:14])[C:5]=1[N:15]1[C:19]([NH:20][C:21](OCC)=O)=[C:18]([CH2:26][S:27][CH3:28])[C:17]([C:29]#[N:30])=[N:16]1>CO>[Cl:14][C:6]1[CH:7]=[C:8]([C:10]([F:13])([F:12])[F:11])[CH:9]=[C:4]([Cl:3])[C:5]=1[N:15]1[C:19]([NH:20][CH3:21])=[C:18]([CH2:26][S:27][CH3:28])[C:17]([C:29]#[N:30])=[N:16]1 |f:0.1|. Reported procedure: Sodium borohydride (420 mg) was added portionwise to a solution of 1-(2,6-dichloro-4-trifluoromethylphenyl)-3-cyano-5-ethoxycarbonylamino-4-methylthiomethlpyrazole (854 mg) in methanol. The mixture was evaporated, diluted with dichloromethane and water, and the organic phase dried (magnesium sulfate) and evaporated to give 1-(2,6-dichloro-4-trifluoromethylphenyl)-3-cyano-5-methylamino-4-methylthiomethylpyrazole. Starting materials: [H-].[Na+] (Sodium hydride), ClC1=CC=C(C=2N3C(=NC21)N(CCC3)C3=C(C=C(C=C3)Cl)C(F)(F)F)C(O)C3CC3 ({9-chloro-1-[4-chloro-2-(trifluoromethyl)phenyl]-1,2,3,4-tetrahydropyrimido[1,2-a]benzimidazol-6-yl}(cyclopropyl)methanol), CI (methyl iodide). Solvent: O (water), CN(C=O)C (N,N-dimethylformamide). Run at time 5 minute. The product is ClC1=CC=C(C=2N3C(=NC21)N(CCC3)C3=C(C=C(C=C3)Cl)C(F)(F)F)C(OC)C3CC3 (9-Chloro-1-[4-chloro-2-(trifluoromethyl)phenyl]-6-[cyclopropyl(methoxy)methyl]-1,2,3,4-tetrahydropyrimido[1,2-a]benzimidazole). The yield is 77.2%. Reaction SMILES: [H-].[Na+].[Cl:3][C:4]1[C:12]2[N:11]=[C:10]3[N:13]([C:17]4[CH:22]=[CH:21][C:20]([Cl:23])=[CH:19][C:18]=4[C:24]([F:27])([F:26])[F:25])[CH2:14][CH2:15][CH2:16][N:9]3[C:8]=2[C:7]([CH:28]([CH:30]2[CH2:32][CH2:31]2)[OH:29])=[CH:6][CH:5]=1.[CH3:33]I>CN(C)C=O.O>[Cl:3][C:4]1[C:12]2[N:11]=[C:10]3[N:13]([C:17]4[CH:22]=[CH:21][C:20]([Cl:23])=[CH:19][C:18]=4[C:24]([F:25])([F:27])[F:26])[CH2:14][CH2:15][CH2:16][N:9]3[C:8]=2[C:7]([CH:28]([CH:30]2[CH2:32][CH2:31]2)[O:29][CH3:33])=[CH:6][CH:5]=1 |f:0.1|. Procedure details: Sodium hydride (60% in oil, 52.4 mg, 1.31 mmol) was added to a stirred solution of {9-chloro-1-[4-chloro-2-(trifluoromethyl)phenyl]-1,2,3,4-tetrahydropyrimido[1,2-a]benzimidazol-6-yl}(cyclopropyl)methanol (500 mg, 1.09 mmol) in N,N-dimethylformamide (4.0 mL) at room temperature. After stirring 5 min, methyl iodide (232 mg, 1.64 mmol) was added to the mixture, and the mixture was stirred at room temperature for 3 hr. The mixture was diluted with water, and extracted with ethyl acetate. The combin... Starting materials: C1CCC2=NCCCN2CC1 (DBU), C1(=CC=C(C=C1)[C@@]1(C[C@H]2C(N[C@]3([C@H](\C=C/CCCN(C[C@@H](C(N2C1)=O)NC(=O)OC(C)(C)C)S(=O)(=O)C1=C(C=CC=C1)[N+](=O)[O-])C3)C(=O)O)=O)OC)C3=CC=CC=C3 ((2R,6S,13aS,14aR,16aS,Z)-2-(biphenyl-4-yl)-6-(tert-butoxycarbonylamino)-2-methoxy-8-(2-nitrophenylsulfonyl)-5,16-dioxo-1,2,3,5,6,7,8,9,10,11,13a,14,14a,15,16,16a-hexadecahydrocyclopropa[n]pyrrolo[2,1-c][1,4,8]triazacyclopentadecine-14a-carboxylic acid), C1=CN(C=N1)C(=O)N2C=CN=C2 (CDI), C1(CC1)S(=O)(=O)N (cyclopropanesulfonamide), Cl (HCl). The solvent is O (water), O1CCCC1 (tetrahydrofuran). Conditions: time 18 hour. Product: C1(=CC=C(C=C1)[C@@]1(C[C@H]2C(N[C@]3([C@H](\C=C/CCCN(C[C@@H](C(N2C1)=O)NC(OC(C)(C)C)=O)S(=O)(=O)C1=C(C=CC=C1)[N+](=O)[O-])C3)C(NS(=O)(=O)C3CC3)=O)=O)OC)C3=CC=CC=C3 (tert-butyl (2R,6S,13aS,14aR,16aS,Z)-2-(biphenyl-4-yl)-14a-(cyclopropylsulfonylcarbamoyl)-2-methoxy-8-(2-nitrophenylsulfonyl)-5,16-dioxo-1,2,3,5,6,7,8,9,10,11,13a,14,14a,15,16,16a-hexadecahydrocyclopropa[n]pyrrolo[2,1-c][1,4,8]triazacyclopentadecin-6-ylcarbamate). Yield: 54.3%. As a reaction SMILES: [C:1]1([C:53]2[CH:58]=[CH:57][CH:56]=[CH:55][CH:54]=2)[CH:6]=[CH:5][C:4]([C@@:7]2([O:51][CH3:52])[CH2:24][N:23]3[C@H:9]([C:10](=[O:50])[NH:11][C@:12]4([C:47](O)=[O:48])[CH2:46][C@H:13]4[CH:14]=[CH:15][CH2:16][CH2:17][CH2:18][N:19]([S:34]([C:37]4[CH:42]=[CH:41][CH:40]=[CH:39][C:38]=4[N+:43]([O-:45])=[O:44])(=[O:36])=[O:35])[CH2:20][C@H:21]([NH:26][C:27]([O:29][C:30]([CH3:33])([CH3:32])[CH3:31])=[O:28])[C:22]3=[O:25])[CH2:8]2)=[CH:3][CH:2]=1.C1N=CN(C(N2C=NC=C2)=O)C=1.[CH:71]1([S:74]([NH2:77])(=[O:76])=[O:75])[CH2:73][CH2:72]1.C1CCN2C(=NCCC2)CC1.Cl>O1CCCC1.O>[C:1]1([C:53]2[CH:54]=[CH:55][CH:56]=[CH:57][CH:58]=2)[CH:6]=[CH:5][C:4]([C@@:7]2([O:51][CH3:52])[CH2:24][N:23]3[C@H:9]([C:10](=[O:50])[NH:11][C@:12]4([C:47](=[O:48])[NH:77][S:74]([CH:71]5[CH2:73][CH2:72]5)(=[O:76])=[O:75])[CH2:46][C@H:13]4[CH:14]=[CH:15][CH2:16][CH2:17][CH2:18][N:19]([S:34]([C:37]4[CH:42]=[CH:41][CH:40]=[CH:39][C:38]=4[N+:43]([O-:45])=[O:44])(=[O:36])=[O:35])[CH2:20][C@H:21]([NH:26][C:27](=[O:28])[O:29][C:30]([CH3:33])([CH3:31])[CH3:32])[C:22]3=[O:25])[CH2:8]2)=[CH:3][CH:2]=1. Reported procedure: A mixture of (2R,6S,13aS,14aR,16aS,Z)-2-(biphenyl-4-yl)-6-(tert-butoxycarbonylamino)-2-methoxy-8-(2-nitrophenylsulfonyl)-5,16-dioxo-1,2,3,5,6,7,8,9,10,11,13a,14,14a,15,16,16a-hexadecahydrocyclopropa[n]pyrrolo[2,1-c][1,4,8]triazacyclopentadecine-14a-carboxylic acid (13 mg, 0.016 mmol) and CDI (3.61 mg, 0.022 mmol) in tetrahydrofuran (2 mL) was refluxed for 1 h. It was then cooled to rt and cyclopropanesulfonamide (2.70 mg, 0.022 mmol) was added followed by DBU (8.39 μL, 0.056 mmol). The reaction ... Reactants: CCN(C(C)C)C(C)C (DIEA), ClC1=CC(=NC=N1)CC1=CC=C(C=C1)N (4-(6-chloro-pyrimidin-4-ylmethyl)-phenylamine), C(C)C1=CC=C(C=C1)N=C=O (4-Ethyl-phenyl-isocyanate). The solvent is C1CCOC1 (THF). Run at time 2 hour. Product: ClC1=CC(=NC=N1)CC1=CC=C(C=C1)NC(=O)NC1=CC=C(C=C1)CC (1-[4-(6-Chloro-pyrimidin-4-ylmethyl)-phenyl]-3-(4-ethyl-phenyl)-urea). RXN SMILES: CCN(C(C)C)C(C)C.[Cl:10][C:11]1[N:16]=[CH:15][N:14]=[C:13]([CH2:17][C:18]2[CH:23]=[CH:22][C:21]([NH2:24])=[CH:20][CH:19]=2)[CH:12]=1.[CH2:25]([C:27]1[CH:32]=[CH:31][C:30]([N:33]=[C:34]=[O:35])=[CH:29][CH:28]=1)[CH3:26]>C1COCC1>[Cl:10][C:11]1[N:16]=[CH:15][N:14]=[C:13]([CH2:17][C:18]2[CH:23]=[CH:22][C:21]([NH:24][C:34]([NH:33][C:30]3[CH:31]=[CH:32][C:27]([CH2:25][CH3:26])=[CH:28][CH:29]=3)=[O:35])=[CH:20][CH:19]=2)[CH:12]=1. Procedure details: A 4 N solution of HCl in dioxane (1.2 mL, 4.96 mmol, 30 equiv) is added to a solution of [4-(6-chloro-pyrimidin-4-ylmethyl)-phenyl]-carbamic acid tert-butyl ester (50 mg, 0.156 mmol) in CH2Cl2 (0.67 mL), under an argon atmosphere. The resulting white suspension is stirred at rt for 4 h and concentrated in vacuo to afford 50.9 mg of crude 4-(6-chloro-pyrimidin-4-ylmethyl)-phenylamine as a white solid. DIEA (80 μL, 0.454 mmol, 2 equiv) is added to a suspension of crude 4-(6-chloro-pyrimidin-4-ylme... Starting materials: CCN1c2ncccc2C(OS(C)(=O)=O)Nc2c(C)cc(C)nc21, ClCCl, CCN(C(C)C)C(C)C, Cl, CON. Yields the product CCN1c2ncccc2C(=NOC)Nc2c(C)cc(C)nc21. As a reaction SMILES: [CH2:1]([CH3:2])[N:3]1[c:4]2[c:5]([c:19]([CH3:24])[cH:20][c:21]([CH3:23])[n:22]2)[NH:6][CH:7]([O:14][S:15]([CH3:16])(=[O:17])=[O:18])[c:8]2[c:9]1[n:10][cH:11][cH:12][cH:13]2.[CH2:38]([Cl:39])[Cl:40].[CH:29]([N:30]([CH:31]([CH3:32])[CH3:33])[CH2:34][CH3:35])([CH3:36])[CH3:37].[ClH:25].[O:26]([CH3:27])[NH2:28]>>[CH2:1]([CH3:2])[N:3]1[c:4]2[c:5]([c:19]([CH3:24])[cH:20][c:21]([CH3:23])[n:22]2)[NH:6][C:7](=[N:28][O:26][CH3:27])[c:8]2[c:9]1[n:10][cH:11][cH:12][cH:13]2. Reactants: CCCCCC (hexane), BrC(=C[C@H]([C@](CCCC)(C)OC)OC1OCCCC1)Br ((3R,4R)l,l-dibromo-3-tetrahydro-pyranyloxy-4-methoxy-4-methyl-l-octene), [Mg] (magnesium). The solvent is C1CCOC1 (THF), C1CCOC1 (THF). Yields the product O1C(CCCC1)O[C@H](C#C)[C@](CCCC)(C)OC ((3R,4R)3-tetrahydropyranyloxy-4-methoxy-4-methyl-l-octyne). As a reaction SMILES: Br[C:2](Br)=[CH:3][C@@H:4]([O:13][CH:14]1[CH2:19][CH2:18][CH2:17][CH2:16][O:15]1)[C@@:5]([O:11][CH3:12])([CH3:10])[CH2:6][CH2:7][CH2:8][CH3:9].[Mg].CCCCCC>C1COCC1>[O:15]1[CH2:16][CH2:17][CH2:18][CH2:19][CH:14]1[O:13][C@@H:4]([C@@:5]([O:11][CH3:12])([CH3:10])[CH2:6][CH2:7][CH2:8][CH3:9])[C:3]#[CH:2]. Procedure details: A solution of (3R,4R)l,l-dibromo-3-tetrahydro-pyranyloxy-4-methoxy-4-methyl-l-octene (240 mg; 0.58 mmol) in THF (2 ml) is added dropwise to a refluxing mixture of activated magnesium turnings (activated with I2, 183 mg, 0.75 mmol) in THF (1 ml). The mixture is refluxed for 1 h, hexane (5 ml) is added and the suspension is filtered through a short path of silica gel. The filter cake is washed with ether and the solvent is removed in vacuo. The alkyne (3R,4R)3-tetrahydropyranyloxy-4-methoxy-4-meth... Starting materials: SC1=CC=C(C=C1)CC(=O)O ((4-mercapto-phenyl)-acetic acid), OS(=O)(=O)O (H2SO4), CCO (EtOH). Conditions: time 4 hour. Yields the product C(C)OC(CC1=CC=C(C=C1)S)=O ((4-Mercapto-phenyl)-acetic acid ethyl ester). As a reaction SMILES: [SH:1][C:2]1[CH:7]=[CH:6][C:5]([CH2:8][C:9]([OH:11])=[O:10])=[CH:4][CH:3]=1.OS(O)(=O)=O.[CH3:17][CH2:18]O>>[CH2:17]([O:10][C:9](=[O:11])[CH2:8][C:5]1[CH:4]=[CH:3][C:2]([SH:1])=[CH:7][CH:6]=1)[CH3:18]. Reported procedure: To a stirred solution of (4-mercapto-phenyl)-acetic acid (5.0 g, 29.8 mmol) in absolute EtOH (100 mL) at room temperature was added concentrated H2SO4 (10 mL) and the mixture was warmed to reflux. After 4 hrs, the reaction was cooled to room temperature, evaporated under reduced pressure, diluted with DCM (500 mL) and stirred over solid K2CO3. After 1 hr, the resulting mixture was filtered and concentrated to dryness to afford the title compound. RXN SMILES: [NH2:1][CH2:2][CH2:3][C:4]1[CH:11]=[CH:10][C:8]([OH:9])=[C:6]([OH:7])[CH:5]=1.[O:12]=[C:13]([C@H:15]([CH2:17][C:18]1[CH:25]=[C:23](O)[C:21](O)=[CH:20][CH:19]=1)[NH2:16])[OH:14]>>[NH2:16][C@H:15]([C:13]([OH:14])=[O:12])[CH2:17][C:18]1[CH:25]=[CH:23][CH:21]=[CH:20][CH:19]=1.[NH2:1][CH2:2][CH2:3][C:4]1[CH:11]=[CH:10][C:8]([OH:9])=[C:6]([OH:7])[CH:5]=1. Yields the product N[C@@H](CC1=CC=CC=C1)C(=O)O (Phe), NCCC1=CC(O)=C(O)C=C1 (dopamine). The reactants are NCCC1=CC(O)=C(O)C=C1 (dopamine), O=C(O)[C@@H](N)CC1=CC=C(O)C(O)=C1 (dopa), trinitrophenyl-1-dopamine, NCCC1=CC(O)=C(O)C=C1 (dopamine). Reported procedure: The formation of trinitrophenyl-1-dopamine from dopamine (and hence the formation of dopamine from dopa) was measured in a spectrophotometer using ε340 nm=12,400 M−1 cm−1. In this assay, Phe-DC formed 9.4 nmol of dopamine and Di-ADC formed 2.74 nmol of dopamine, demonstrating once again that Di-ADC is an aromatic amino acid decarboxylase.